Task: describe an organic reaction: reactants, conditions, products, and yield. Dataset: the Open Reaction Database (ORD), a public repository of structured organic reaction records Starting materials: COC(=O)C(OS(C)(=O)=O)c1ccccc1, CC#N, Nc1ccc(F)cc1. Yields the product COC(=O)C(Nc1ccc(F)cc1)c1ccccc1. As a reaction SMILES: [CH3:1][S:2]([O:3][CH:6]([C:7](=[O:8])[O:9][CH3:10])[c:11]1[cH:12][cH:13][cH:14][cH:15][cH:16]1)(=[O:4])=[O:5].[CH3:25][C:26]#[N:27].[NH2:17][c:18]1[cH:19][cH:20][c:21]([F:22])[cH:23][cH:24]1>>[CH:6]([C:7](=[O:8])[O:9][CH3:10])([c:11]1[cH:12][cH:13][cH:14][cH:15][cH:16]1)[NH:17][c:18]1[cH:19][cH:20][c:21]([F:22])[cH:23][cH:24]1. Reactants: C1=NC(=CC=2CCCCC12)CO (5,6,7,8-tetrahydro-3-isoquinolinylmethanol). Reagents/catalysts: [O-2].[O-2].[Mn+4] (manganese dioxide). Run in C(Cl)Cl (DCM). Run at time 2 hour. Product: C1=NC(=CC=2CCCCC12)C=O (5,6,7,8-Tetrahydro-3-isoquinolinecarbaldehyde). The yield is 77.1%. As a reaction SMILES: [CH:1]1[C:10]2[CH2:9][CH2:8][CH2:7][CH2:6][C:5]=2[CH:4]=[C:3]([CH2:11][OH:12])[N:2]=1>[O-2].[O-2].[Mn+4].C(Cl)Cl>[CH:1]1[C:10]2[CH2:9][CH2:8][CH2:7][CH2:6][C:5]=2[CH:4]=[C:3]([CH:11]=[O:12])[N:2]=1 |f:1.2.3|. Reported procedure: A solution of 5,6,7,8-tetrahydro-3-isoquinolinylmethanol (572 mg, 3.50 mmol) in (DCM) (10 ml) at rt under argon was treated with manganese dioxide (3.047 g, 35.0 mmol) and then stirred at rt for 2 h. The reaction mixture was then filtered through a thin pad of Kieselguhr, eluting with DCM (50 ml), the organic extracts were evaporated to give the crude product as a brown oil (435 mg, 77%). Reactants: S(=O)(=O)(O)C(C(=O)O)CC(=O)O (sulfosuccinic acid), [OH-].[Na+] (sodium hydroxide), C(C)(=O)OC(C)=O (acetic anhydride). Solvent: C(C)(=O)OCC (ethyl acetate). Product: [Na+].O=C1OC(CC1S(=O)(=O)[O-])=O (Tetrahydro-2,5-dioxo-3-furansulfonic acid sodium salt). Reaction SMILES: [S:1]([CH:5]([CH2:9][C:10]([OH:12])=[O:11])[C:6]([OH:8])=O)([OH:4])(=[O:3])=[O:2].[OH-].[Na+:14].C(OC(=O)C)(=O)C>C(OCC)(=O)C>[Na+:14].[O:8]=[C:6]1[CH:5]([S:1]([O-:4])(=[O:3])=[O:2])[CH2:9][C:10](=[O:11])[O:12]1 |f:1.2,5.6|. Procedure: Tetrahydro-2,5-dioxo-3-furansulfonic acid sodium salt was prepared by stirring 1.71 moles of sulfosuccinic acid with 1.87 moles of sodium hydroxide at 50° C. until a milky suspension formed and then adding 1 kg acetic anhydride over 6 hours. After cooling, 1 L of ethyl acetate was added and the mixture was filtered. The filter cake was washed with 500 mL ethyl acetate. On drying 344.32 g of white crystalline product was obtained. 13C-NMR (d6-DMSO) 171.3, 167.2, 60.4, 34.0 ppm. The reactants are CC1(OO1)C (Dimethyldioxirane), C[C@@H]1C[C@H]2[C@@H](C[C@]3([C@H](O2)C[C@H]4[C@H](O3)C(=CC(=O)O4)C)C)O[C@@H]5[C@@H]1O[C@H]6C[C@@H]7[C@](C[C@@H]8[C@@](O7)(C/C=C\[C@@H]9[C@@H](O8)C[C@@H]1[C@@H](O9)C[C@@H]2[C@@](O1)([C@H](C[C@H](O2)CC(=C)C=O)O)C)C)(O[C@@]6(CC5)C)C (PbTx-2). The solvent is CC(=O)C (acetone). Reaction SMILES: CC1(C)O[O:3]1.[CH3:6][C@H:7]1[C@H:28]2[O:29][C@@H:30]3[C@@:65]([CH3:68])([CH2:66][CH2:67][C@@H:27]2[O:26][C@@H:10]2[CH2:11][C@:12]4([CH3:25])[O:18][C@@H:17]5[C:19]([CH3:24])=[CH:20][C:21]([O:23][C@H:16]5[CH2:15][C@H:13]4[O:14][C@H:9]2[CH2:8]1)=[O:22])[O:64][C@@:33]1([CH3:69])[CH2:34][C@H:35]2[O:43][C@H:42]4[CH2:44][C@H:45]5[O:51][C@@:50]6([CH3:62])[C@@H:52]([OH:61])[CH2:53][C@@H:54]([CH2:56][C:57]([CH:59]=[O:60])=[CH2:58])[O:55][C@@H:49]6[CH2:48][C@@H:46]5[O:47][C@@H:41]4[CH:40]=[CH:39][CH2:38][C@:36]2([CH3:63])[O:37][C@@H:32]1[CH2:31]3>CC(C)=O>[CH3:6][C@H:7]1[CH:28]2[O:29][CH:30]3[C@@:65]([CH3:68])([CH2:66][CH2:67][CH:27]2[O:26][CH:10]2[CH2:11][C@:12]4([CH3:25])[O:18][CH:17]5[C:19]([CH3:24])=[CH:20][C:21]([O:23][CH:16]5[CH2:15][CH:13]4[O:14][CH:9]2[CH2:8]1)=[O:22])[O:64][C@@:33]1([CH3:69])[CH2:34][CH:35]2[O:43][CH:42]4[CH2:44][CH:45]5[O:51][C@@:50]6([CH3:62])[CH:52]([OH:61])[CH2:53][CH:54]([CH2:56][C:57]([CH:59]=[O:60])=[CH2:58])[O:55][CH:49]6[CH2:48][CH:46]5[O:47][CH:41]4[CH:40]4[O:3][CH:39]4[CH2:38][C@@:36]2([CH3:63])[O:37][CH:32]1[CH2:31]3. Isolated yield 95.0%. Reported procedure: Epoxidation of the C-27, C-28 Double Bond of PbTx-2 To Provide PbTx-6. Dimethyldioxirane was generated in a distillation apparatus, connected to a dry ice condenser, according to the procedure described by Adam17 for a small-scale preparation. The receiving flask was charged with PbTx-2 (2.33 mg) in 5.0 mL of acetone and was cooled in an ice/salt bath. The reaction was monitored by HPLC. When all of the PbTx-2 was consumed, the acetone was evaporated in vacuo, and the residue taken up in 1.0 mL ... The product is C[C@@H]1CC2C(C[C@]3(C(O2)CC4C(O3)C(=CC(=O)O4)C)C)OC5C1OC6CC7[C@](CC8[C@](O7)(CC9C(O9)C1C(O8)CC2C(O1)CC1[C@@](O2)(C(CC(O1)CC(=C)C=O)O)C)C)(O[C@@]6(CC5)C)C (PbTx-6). Reactants: Cl (hydrogen chloride), Cl.CNC=1C(=C(C(=CC1)OC)O)OC (3-methylamino-2,6-dimethoxyphenol hydrochloride). Yields the product CNC=1C(=C(C(=CC1)OC)O)OC (3-methylamino-2,6-dimethoxyphenol). As a reaction SMILES: Cl.Cl.[CH3:3][NH:4][C:5]1[C:6]([O:14][CH3:15])=[C:7]([OH:13])[C:8]([O:11][CH3:12])=[CH:9][CH:10]=1>>[CH3:3][NH:4][C:5]1[C:6]([O:14][CH3:15])=[C:7]([OH:13])[C:8]([O:11][CH3:12])=[CH:9][CH:10]=1 |f:1.2|. Reported procedure: On addition of ethanolic hydrogen chloride, 3-methylamino-2,6-dimethoxyphenol hydrochloride is precipitated, which product is recrystallized from isopropanol. Reactants: C(C=C)C1(CC1)S(=O)(=O)NC1=CC2=C(N=CO2)C(=C1NC1=C(C=C(C=C1)I)F)F (1-allyl-N-(4-fluoro-5-((2-fluoro-4-iodophenyl)amino)benzo[d]oxazol-6-yl)cyclopropane-1-sulfonamide), C[N+]1(CCOCC1)[O-] (N-methylmorpholine-N-oxide), O (water). The reagents and catalysts are [Os](=O)(=O)(=O)=O (osmium tetraoxide). Solvent: C1CCOC1 (THF). Run at time 8 hour. Yields the product OC(CC1(CC1)S(=O)(=O)NC1=CC2=C(N=CO2)C(=C1NC1=C(C=C(C=C1)I)F)F)CO (1-(2,3-dihydroxypropyl)-N-(4-fluoro-5-((2-fluoro-4-iodophen-yl)amino)benzo[d]oxazol-6-yl)cyclopropane-1-sulfonamide). Isolated yield 28.2%. As a reaction SMILES: [CH2:1]([C:4]1([S:7]([NH:10][C:11]2[C:19]([NH:20][C:21]3[CH:26]=[CH:25][C:24]([I:27])=[CH:23][C:22]=3[F:28])=[C:18]([F:29])[C:14]3[N:15]=[CH:16][O:17][C:13]=3[CH:12]=2)(=[O:9])=[O:8])[CH2:6][CH2:5]1)[CH:2]=[CH2:3].C[N+]1([O-])CC[O:34]CC1.[OH2:38]>C1COCC1.[Os](=O)(=O)(=O)=O>[OH:38][CH:2]([CH2:3][OH:34])[CH2:1][C:4]1([S:7]([NH:10][C:11]2[C:19]([NH:20][C:21]3[CH:26]=[CH:25][C:24]([I:27])=[CH:23][C:22]=3[F:28])=[C:18]([F:29])[C:14]3[N:15]=[CH:16][O:17][C:13]=3[CH:12]=2)(=[O:9])=[O:8])[CH2:6][CH2:5]1. Procedure: To a solution of 1-allyl-N-(4-fluoro-5-((2-fluoro-4-iodophenyl)amino)benzo[d]oxazol-6-yl)cyclopropane-1-sulfonamide (100 mg, 0.38 mmol) in THF (10 mL) was added N-methylmorpholine-N-oxide (44 mg, 0.38 mmol) followed by osmium tetraoxide (10 mg, 0.04 mmol) and water (0.5 mL). The resultant was stirred at room temperature overnight. The mixture was concentrated and then diluted with ethyl acetate. The organic layer was washed with water, saturated NaHCO3 (aq.) and brine sequentially, dried over Na... The reactants are COC(=O)c1ccc(CN(Cc2ccccn2)C(=O)OC(C)(C)C)nc1, C1CCOC1, CO, [Na+], [OH-]. The product is CC(C)(C)OC(=O)N(Cc1ccccn1)Cc1ccc(C(=O)O)cn1. As a reaction SMILES: [C:1](=[O:2])([O:3][C:4]([CH3:5])([CH3:6])[CH3:7])[N:8]([CH2:9][c:10]1[cH:11][cH:12][cH:13][cH:14][n:15]1)[CH2:16][c:17]1[n:18][cH:19][c:20]([C:21](=[O:22])[O:23][CH3:24])[cH:25][cH:26]1.[CH2:31]1[O:32][CH2:33][CH2:34][CH2:35]1.[CH3:29][OH:30].[Na+:28].[OH-:27]>>[C:1](=[O:2])([O:3][C:4]([CH3:5])([CH3:6])[CH3:7])[N:8]([CH2:9][c:10]1[cH:11][cH:12][cH:13][cH:14][n:15]1)[CH2:16][c:17]1[n:18][cH:19][c:20]([C:21](=[O:22])[OH:23])[cH:25][cH:26]1. Starting materials: O (water), CC1=CC(=C(C=C1)O)[N+](=O)[O-] (4-methyl-2-nitrophenol), BrCC=C (3-bromoprop-1-ene), C(=O)([O-])[O-].[K+].[K+] (K2CO3). Solvent: CC(=O)C (acetone). Run at time 8 hour. The product is C(C=C)OC1=C(C=C(C=C1)C)[N+](=O)[O-] (1-(allyloxy)-4-methyl-2-nitrobenzene). As a reaction SMILES: [CH3:1][C:2]1[CH:7]=[CH:6][C:5]([OH:8])=[C:4]([N+:9]([O-:11])=[O:10])[CH:3]=1.Br[CH2:13][CH:14]=[CH2:15].C([O-])([O-])=O.[K+].[K+].O>CC(C)=O>[CH2:15]([O:8][C:5]1[CH:6]=[CH:7][C:2]([CH3:1])=[CH:3][C:4]=1[N+:9]([O-:11])=[O:10])[CH:14]=[CH2:13] |f:2.3.4|. Reported procedure: A mixture of 4-methyl-2-nitrophenol (5.0 g, 0.033 mol), 3-bromoprop-1-ene (4.2 g, 0.034 mol) and K2CO3 (4.6 g, 0.033 mol) in acetone (20 mL) was stirred for 8 h at ambient temperature. The mixture was poured into water (50 mL), extracted with EtOAc (90 mL), washed with brine, dried and concentrated to give the title compound (7a).